Task: describe an organic reaction: reactants, conditions, products, and yield. Dataset: the Open Reaction Database (ORD), a public repository of structured organic reaction records The reactants are Br.BrC1C(C=2C(=NC=CC2)CCC1)=O (6-bromo-6,7,8,9-tetrahydro-5H-cyclohepta[b]pyridin-5-one, hydrobromide), NC(=S)N (thiourea). Run in O (water). Yields the product N1=C(SC2=C1C=1C(=NC=CC1)CCC2)N (5,6-Dihydro-4H-thiazolo[4',5':3,4]cyclohepta[1,2-b]pyridin-2-amine). Yield: 92.8%. RXN SMILES: Br.Br[CH:3]1[CH2:13][CH2:12][CH2:11][C:6]2=[N:7][CH:8]=[CH:9][CH:10]=[C:5]2[C:4]1=O.[NH2:15][C:16]([NH2:18])=[S:17]>O>[N:15]1[C:4]2[C:5]3[C:6]([CH2:11][CH2:12][CH2:13][C:3]=2[S:17][C:16]=1[NH2:18])=[N:7][CH:8]=[CH:9][CH:10]=3 |f:0.1|. Reported procedure: A solution of 6.78 g (21.12 mmol) of 6-bromo-6,7,8,9-tetrahydro-5H-cyclohepta[b]pyridin-5-one, hydrobromide and 1.93 g (25.35 mmol) of thiourea in 100 ml of water is heated on a steam bath for 2 hours. The mixture is filtered hot through a pad of Celite to remove a small amount of insoluble solid. The filtrate is cooled, basified with ammonium hydroxide, and a precipitate is collected. Recrystallization from acetonitrile affords 4.26 g (92.8%) of the title compound as a tan solid; mp 220°-222° C... The reactants are O=C([O-])O, O=C1Cn2nc(-c3ccc(F)cc3)c(-c3ccncc3)c2N1, [Na+], C1CCOC1. Product: Fc1ccc(-c2nn3c(c2-c2ccncc2)NCC3)cc1. RXN SMILES: [C:23](=[O:24])([OH:25])[O-:26].[F:1][c:2]1[cH:3][cH:4][c:5](-[c:8]2[c:9](-[c:17]3[cH:18][cH:19][n:20][cH:21][cH:22]3)[c:10]3[n:11]([n:12]2)[CH2:13][C:14](=[O:16])[NH:15]3)[cH:6][cH:7]1.[Na+:27].[O:28]1[CH2:29][CH2:30][CH2:31][CH2:32]1>>[F:1][c:2]1[cH:3][cH:4][c:5](-[c:8]2[c:9](-[c:17]3[cH:18][cH:19][n:20][cH:21][cH:22]3)[c:10]3[n:11]([n:12]2)[CH2:13][CH2:14][NH:15]3)[cH:6][cH:7]1. The reactants are [N+](=O)(O)[O-] (nitric acid), S(O)(O)(=O)=O (sulfuric acid), BrCCC1=CC(NC2=CC=CC=C12)=O (4-(2-bromoethyl)-2(1H)-quinolinone). Run at temperature 45 celsius, time 45 minute. Yields the product BrCCC1=CC(NC2=CC=C(C=C12)[N+](=O)[O-])=O (4-(2-bromoethyl)-6-nitro-2(1H)-quinolinone). Reaction SMILES: [N+:1]([O-:4])(O)=[O:2].S(=O)(=O)(O)O.[Br:10][CH2:11][CH2:12][C:13]1[C:22]2[C:17](=[CH:18][CH:19]=[CH:20][CH:21]=2)[NH:16][C:15](=[O:23])[CH:14]=1>>[Br:10][CH2:11][CH2:12][C:13]1[C:22]2[C:17](=[CH:18][CH:19]=[C:20]([N+:1]([O-:4])=[O:2])[CH:21]=2)[NH:16][C:15](=[O:23])[CH:14]=1. Reported procedure: To a mixture of nitric acid (60%) (21 ml) and concentrated sulfuric acid (14 ml) was added 4-(2-bromoethyl)-2(1H)-quinolinone (II-2) (3.5 g, 13.9 mmol) under ice-cooling and then the mixture was stirred at 45 ° C. (bath temperature) for 45 minutes. The product is BrC=1C=C2C(=CNC2=CC1)C(CN)C (5-Bromo-β-methyl-1H-indole-3-ethanamine). The reactants are [OH-].[Na+] (sodium hydroxide), BrC=1C=C2C(=CNC2=CC1)C(C[N+](=O)[O-])C (5-bromo-3-(1-methyl-2-nitroethyl)-1H-indole), [H-].[Al+3].[Li+].[H-].[H-].[H-] (lithium aluminium hydride). Yield: 55.9%. The solvent is O1CCCC1 (tetrahydrofuran), O1CCCC1 (tetrahydrofuran). As a reaction SMILES: [Br:1][C:2]1[CH:3]=[C:4]2[C:8](=[CH:9][CH:10]=1)[NH:7][CH:6]=[C:5]2[CH:11]([CH3:16])[CH2:12][N+:13]([O-])=O.[H-].[Al+3].[Li+].[H-].[H-].[H-].[OH-].[Na+]>O1CCCC1>[Br:1][C:2]1[CH:3]=[C:4]2[C:8](=[CH:9][CH:10]=1)[NH:7][CH:6]=[C:5]2[CH:11]([CH3:16])[CH2:12][NH2:13] |f:1.2.3.4.5.6,7.8|. Reported procedure: A solution of 5-bromo-3-(1-methyl-2-nitroethyl)-1H-indole (7.0 g) in dry tetrahydrofuran (100 ml) was added to a stirred suspension of lithium aluminium hydride (1.88 g) in dry tetrahydrofuran (50 ml) under a stream of nitrogen. The mixture was heated under reflux for 8 h, cooled in an ice bath and 2N sodium hydroxide solution (6 ml) was added cautiously. Filtration of the suspension through Hyflo and evaporation of the filtrate gave an amber oil which was chromatographed on kieselgel 60 eluted ...